This data is from the Open Reaction Database (ORD), a public repository of structured organic reaction records. The task is: describe an organic reaction: reactants, conditions, products, and yield Starting materials: CCCCNC1CCc2cc(Br)ccc2C1, O=C1CCc2cc(Br)ccc2C1, CCCCN, C1CNC(CN2CCCC2)C1. The product is CCCCNC1CCc2cc(C(=O)N3CCCC3CN3CCCC3)ccc2C1. RXN SMILES: [Br:1][c:2]1[cH:3][c:4]2[c:9]([cH:10][cH:11]1)[CH2:8][CH:7]([NH:12][CH2:13][CH2:14][CH2:15][CH3:16])[CH2:6][CH2:5]2.[Br:28][c:29]1[cH:30][c:31]2[c:32]([cH:33][cH:35]1)[CH2:36][C:34](=[O:39])[CH2:37][CH2:38]2.[CH2:40]([NH2:41])[CH2:42][CH2:43][CH3:44].[NH:17]1[CH:18]([CH2:22][N:23]2[CH2:24][CH2:25][CH2:26][CH2:27]2)[CH2:19][CH2:20][CH2:21]1>>[c:2]1([C:34]([N:17]2[CH:18]([CH2:22][N:23]3[CH2:24][CH2:25][CH2:26][CH2:27]3)[CH2:19][CH2:20][CH2:21]2)=[O:39])[cH:3][c:4]2[c:9]([cH:10][cH:11]1)[CH2:8][CH:7]([NH:12][CH2:13][CH2:14][CH2:15][CH3:16])[CH2:6][CH2:5]2. The reactants are CO, CCOC(=O)c1csc(-c2ccc(S(N)(=O)=O)cc2)n1, O. The product is NS(=O)(=O)c1ccc(-c2nc(C(=O)O)cs2)cc1. RXN SMILES: [CH3:21][OH:22].[NH2:1][S:2](=[O:3])(=[O:4])[c:5]1[cH:6][cH:7][c:8](-[c:11]2[s:12][cH:13][c:14]([C:16](=[O:17])[O:18][CH2:19][CH3:20])[n:15]2)[cH:9][cH:10]1.[OH2:23]>>[NH2:1][S:2](=[O:3])(=[O:4])[c:5]1[cH:6][cH:7][c:8](-[c:11]2[s:12][cH:13][c:14]([C:16](=[O:17])[OH:18])[n:15]2)[cH:9][cH:10]1. Reactants: C(C=C)ON(S(=O)(=O)C1=C(C=C(C=C1)[N+](=O)[O-])[N+](=O)[O-])[C@@H]1C=C[C@H](N(C1)C(=O)OC(C)(C)C)CO[Si](C)(C)C(C)(C)C ((2S,5R)-tert-butyl 5-(N-(allyloxy)-2,4-dinitrophenylsulfonamido)-2-((tert-butyldimethylsilyloxy)methyl)-5,6-dihydropyridine-1(2H)-carboxylate), C(C=C)ON(S(=O)(=O)C1=C(C=C(C=C1)[N+](=O)[O-])[N+](=O)[O-])[C@@H]1C=C[C@H](N(C1)C(=O)OC(C)(C)C)CO[Si](C)(C)C(C)(C)C ((2S,5R)-tert-butyl 5-(N-(allyloxy)-2,4-dinitrophenylsulfonamido)-2-((tert-butyldimethylsilyloxy)methyl)-5,6-dihydropyridine-1(2H)-carboxylate). The reagents and catalysts are [Br-].[Zn+2].[Br-] (zinc bromide). Solvent: C(Cl)Cl (DCM), C(Cl)Cl (DCM). Product: C(C=C)ON(S(=O)(=O)C1=C(C=C(C=C1)[N+](=O)[O-])[N+](=O)[O-])[C@H]1CN[C@@H](C=C1)CO[Si](C)(C)C(C)(C)C (N-(allyloxy)-N-((3R,6S)-6-((tert-butyldimethylsilyloxy)methyl)-1,2,3,6-tetrahydropyridin-3-yl)-2,4-dinitrobenzenesulfonamide). Yield: 106.7%. As a reaction SMILES: [CH2:1]([O:4][N:5]([C@H:21]1[CH2:26][N:25](C(OC(C)(C)C)=O)[C@H:24]([CH2:34][O:35][Si:36]([C:39]([CH3:42])([CH3:41])[CH3:40])([CH3:38])[CH3:37])[CH:23]=[CH:22]1)[S:6]([C:9]1[CH:14]=[CH:13][C:12]([N+:15]([O-:17])=[O:16])=[CH:11][C:10]=1[N+:18]([O-:20])=[O:19])(=[O:8])=[O:7])[CH:2]=[CH2:3]>C(Cl)Cl.[Br-].[Zn+2].[Br-]>[CH2:1]([O:4][N:5]([C@@H:21]1[CH:22]=[CH:23][C@@H:24]([CH2:34][O:35][Si:36]([C:39]([CH3:42])([CH3:41])[CH3:40])([CH3:37])[CH3:38])[NH:25][CH2:26]1)[S:6]([C:9]1[CH:14]=[CH:13][C:12]([N+:15]([O-:17])=[O:16])=[CH:11][C:10]=1[N+:18]([O-:20])=[O:19])(=[O:8])=[O:7])[CH:2]=[CH2:3] |f:2.3.4|. Procedure: To a stirred solution of (2S,5R)-tert-butyl 5-(N-(allyloxy)-2,4-dinitrophenylsulfonamido)-2-((tert-butyldimethylsilyloxy)methyl)-5,6-dihydropyridine-1(2H)-carboxylate (Intermediate 126, 19.5 g, 31.01 mmol) in DCM (250 mL) under nitrogen at rt, zinc bromide (20.95 g, 93.04 mmol) was added. The reaction mixture was stirred at rt for 6 hs, (lcms indicated the reaction was a clean one) and diluted with 50 mL DCM and washed with sat. NaHCO3, brine, dried over MgSO4, filtered and concentrated to give ... Reactants: COC(CC1=C(NC2=NC=CC=C21)C)=O ((2-methyl-1H-pyrrolo[2,3-b]pyridin-3-yl)-acetic acid methyl ester), CCN(CC)P1(=NC(C)(C)C)N(CCCN1C)C (BEMP), BrCC1=CC=C(C=C1)S(=O)C (1-bromomethyl-4-methanesulfinyl-benzene). Solvent: CN(C)C=O (DMF). Conditions: time 80 minute. Product: COC(CC1=C(N(C2=NC=CC=C21)CC2=CC=C(C=C2)S(=O)C)C)=O ([1-(4-Methanesulfinyl-benzyl)-2-methyl-1H-pyrrolo[2,3-b]pyridin-3-yl]acetic acid methyl ester). Reaction SMILES: [CH3:1][O:2][C:3](=[O:15])[CH2:4][C:5]1[C:13]2[C:8](=[N:9][CH:10]=[CH:11][CH:12]=2)[NH:7][C:6]=1[CH3:14].CCN(P1(N(C)CCCN1C)=NC(C)(C)C)CC.Br[CH2:35][C:36]1[CH:41]=[CH:40][C:39]([S:42]([CH3:44])=[O:43])=[CH:38][CH:37]=1>CN(C=O)C>[CH3:1][O:2][C:3](=[O:15])[CH2:4][C:5]1[C:13]2[C:8](=[N:9][CH:10]=[CH:11][CH:12]=2)[N:7]([CH2:35][C:36]2[CH:41]=[CH:40][C:39]([S:42]([CH3:44])=[O:43])=[CH:38][CH:37]=2)[C:6]=1[CH3:14]. Procedure: A solution of (2-methyl-1H-pyrrolo[2,3-b]pyridin-3-yl)-acetic acid methyl ester ((0.512 g, 2.51 mmol) in dry DMF (5.6 ml) at room temperature is treated with BEMP (1.17 ml, 4.01 mmol) dropwise. The reaction mixture is stirred at room temperature for 80 minutes and then treated with 1-bromomethyl-4-methanesulfinyl-benzene (0.934 g, 4.01 mmol). After stirring at room temperature for a further 2 hours, the reaction mixture is partitioned between ethyl acetate/ether (300 ml of a 1:1 mixture) and wat...